From a dataset of the Open Reaction Database (ORD), a public repository of structured organic reaction records. describe an organic reaction: reactants, conditions, products, and yield Starting materials: ClC1=CC=C(C2=CC=CC=C12)OCCCOC1=C(C2=C(C(CC(O2)(CCC(=O)OCC)CCC(=O)OCC)=O)C=C1)CCC (diethyl 7-[3-[(4-chloro-1-naphthalenyl)oxy]propoxy]-3,4-dihydro-4-oxo-8-propyl-2H-1-benzopyran-2,2-dipropanoate), ClC1=CC=C(OCCCOC2=C(C3=C(C(CC(O3)(CCC(=O)OCC)CCC(=O)OCC)=O)C=C2)CCC)C=C1 (diethyl 3,4-dihydro-7-[3-(4-chlorophenoxy)propoxy]-4-oxo-8-propyl-2H-1-benzopyran-2,2-dipropanoate). Run in C(C)OCC (diethylether). Product: ClC1=CC=C(C2=CC=CC=C12)OCCCOC1=C(C2=C(C(CC(O2)(CCC(=O)O)CCC(=O)O)=O)C=C1)CCC (7-[3-[(4-chloro-1-naphthalenyl)oxy]propoxy]-3,4-dihydro-4-oxo-8-propyl-2H-1-benzopyran-2,2-dipropanoic acid). Reaction SMILES: [Cl:1][C:2]1[C:11]2[C:6](=[CH:7][CH:8]=[CH:9][CH:10]=2)[C:5]([O:12][CH2:13][CH2:14][CH2:15][O:16][C:17]2[CH:41]=[CH:40][C:20]3[C:21](=[O:39])[CH2:22][C:23]([CH2:32][CH2:33][C:34]([O:36]CC)=[O:35])([CH2:25][CH2:26][C:27]([O:29]CC)=[O:28])[O:24][C:19]=3[C:18]=2[CH2:42][CH2:43][CH3:44])=[CH:4][CH:3]=1.ClC1C=CC(OCCCOC2C=CC3C(=O)CC(CCC(OCC)=O)(CCC(OCC)=O)OC=3C=2CCC)=CC=1>C(OCC)C>[Cl:1][C:2]1[C:11]2[C:6](=[CH:7][CH:8]=[CH:9][CH:10]=2)[C:5]([O:12][CH2:13][CH2:14][CH2:15][O:16][C:17]2[CH:41]=[CH:40][C:20]3[C:21](=[O:39])[CH2:22][C:23]([CH2:32][CH2:33][C:34]([OH:36])=[O:35])([CH2:25][CH2:26][C:27]([OH:29])=[O:28])[O:24][C:19]=3[C:18]=2[CH2:42][CH2:43][CH3:44])=[CH:4][CH:3]=1. Reported procedure: The title compound was prepared by the method of Example 22 substituting the title product of Example 34 (515 mg) for the title product of Example 21 to give, after trituration with diethylether, 352 mg as a solid, m.p. 170.5°-171° C. Starting materials: O=N[O-], Cc1ccc([N+](=O)[O-])c(N)n1, Cc1nc(N)ccc1[N+](=O)[O-], [Na+], O, O=S(=O)(O)O. Product: Cc1ccc([N+](=O)[O-])c(O)n1. RXN SMILES: [N:28]([O-:29])=[O:30].[NH2:12][c:13]1[n:14][c:15]([CH3:22])[cH:16][cH:17][c:18]1[N+:19](=[O:20])[O-:21].[NH2:1][c:2]1[cH:3][cH:4][c:5]([N+:6]([O-:7])=[O:9])[c:8]([CH3:10])[n:11]1.[Na+:31].[OH2:32].[S:23](=[O:24])(=[O:25])([OH:26])[OH:27]>>[OH:9][c:13]1[n:14][c:15]([CH3:22])[cH:16][cH:17][c:18]1[N+:19](=[O:20])[O-:21].